From a dataset of the Open Reaction Database (ORD), a public repository of structured organic reaction records. describe an organic reaction: reactants, conditions, products, and yield The reactants are ClOC(C)(C)C (t-Butyl hypochlorite), FC1=CC=C(C=C1)N(C(=O)N)C1=CC=C(C=C1)F (1,1-di(p-fluorophenyl)urea). Run in CO (methanol). Conditions: time 1 hour. Product: FC1=CC=C(C=C1)N(C(=O)NCl)C1=CC=C(C=C1)F (1,1-Di(p-fluorophenyl)-3-chlorourea). As a reaction SMILES: [Cl:1]OC(C)(C)C.[F:7][C:8]1[CH:13]=[CH:12][C:11]([N:14]([C:18]2[CH:23]=[CH:22][C:21]([F:24])=[CH:20][CH:19]=2)[C:15]([NH2:17])=[O:16])=[CH:10][CH:9]=1>CO>[F:7][C:8]1[CH:13]=[CH:12][C:11]([N:14]([C:18]2[CH:23]=[CH:22][C:21]([F:24])=[CH:20][CH:19]=2)[C:15]([NH:17][Cl:1])=[O:16])=[CH:10][CH:9]=1. Procedure: t-Butyl hypochlorite (7.5 g, 0.070 mole) was added to 1,1-di(p-fluorophenyl)urea (17.5 g, 0.071 mole) in 440 ml methanol at 0°-5° and the mixture stirred for 1 hour at that temperature to produce a solution containing step (a) title product. The reactants are CC(O)(CC(=O)NN)c1ccc(-c2ccc(F)cc2)cc1, CN(C)C=O. The product is CC1(c2ccc(-c3ccc(F)cc3)cc2)CC(=O)NN1. Reaction SMILES: [F:1][c:2]1[cH:3][cH:4][c:5](-[c:8]2[cH:9][cH:10][c:11]([C:14]([CH2:15][C:16](=[O:17])[NH:18][NH2:19])([CH3:20])[OH:21])[cH:12][cH:13]2)[cH:6][cH:7]1.[O:22]=[CH:23][N:24]([CH3:25])[CH3:26]>>[F:1][c:2]1[cH:3][cH:4][c:5](-[c:8]2[cH:9][cH:10][c:11]([C:14]3([CH3:20])[CH2:15][C:16](=[O:17])[NH:18][NH:19]3)[cH:12][cH:13]2)[cH:6][cH:7]1. Starting materials: N([C@@H](CSCNC(=O)C)C(=O)N1[C@H](C(=O)O)CCC1)C(=O)OC(C)(C)C (Boc-Cys(Acm)-Pro-OH), Cl.CC(=O)O (HCl HOAc). Solvent: CN(C)C=O (DMF). Product: N[C@@H](CSCNC(=O)C)C(=O)N1[C@H](C(=O)O)CCC1.Cl (H-Cys(Acm)-Pro-OH.HCl). RXN SMILES: [NH:1](C(OC(C)(C)C)=O)[C@H:2]([C:10]([N:12]1[CH2:19][CH2:18][CH2:17][C@H:13]1[C:14]([OH:16])=[O:15])=[O:11])[CH2:3][S:4][CH2:5][NH:6][C:7]([CH3:9])=[O:8].[ClH:27].CC(O)=O>CN(C=O)C>[NH2:1][C@H:2]([C:10]([N:12]1[CH2:19][CH2:18][CH2:17][C@H:13]1[C:14]([OH:16])=[O:15])=[O:11])[CH2:3][S:4][CH2:5][NH:6][C:7]([CH3:9])=[O:8].[ClH:27] |f:1.2,4.5|. Procedure: BocCys(Acm)ONp is prepared from BocCys(Acm)OH (Novabiochem, Laufalingen, CH) and p-nitrophenol by reaction with N,N'-dicyclohexylcarbodiimide (DCC) in ethyl acetate and used without purification for the preparation of Boc-Cys(Acm)-Pro-OH (XII) by reacting it with H-Pro-OH in DMF/etyl acetate/HCl at 0° C. while keeping pH neutral by addition of Et3N. Yield 81%. Purity>95% (TLC). Boc-Asn-Cys(Acm)-Pro-OH (XIII) is obtained by deblocking XII in HCl/HOAc at room temperature, dissolving the thus obtai... Starting materials: C1CNCCN1, CC#N, FC(F)(F)c1cccc(C(Cl)c2cccc(C(F)(F)F)c2)c1. Product: FC(F)(F)c1cccc(C(c2cccc(C(F)(F)F)c2)N2CCNCC2)c1. As a reaction SMILES: [CH2:23]1[CH2:24][NH:25][CH2:26][CH2:27][NH:28]1.[CH3:29][C:30]#[N:31].[Cl:1][CH:2]([c:3]1[cH:4][c:5]([C:9]([F:10])([F:11])[F:12])[cH:6][cH:7][cH:8]1)[c:13]1[cH:14][c:15]([C:19]([F:20])([F:21])[F:22])[cH:16][cH:17][cH:18]1>>[CH:2]([c:3]1[cH:4][c:5]([C:9]([F:10])([F:11])[F:12])[cH:6][cH:7][cH:8]1)([c:13]1[cH:14][c:15]([C:19]([F:20])([F:21])[F:22])[cH:16][cH:17][cH:18]1)[N:25]1[CH2:24][CH2:23][NH:28][CH2:27][CH2:26]1. The reactants are CC(=C)CC(C(C=C=C)(C)C)O (2,5,5-trimethylocta-1,6,7-trien-4-ol), CC(C=O)(C=C=C(C)C)C (2,2,5-trimethyl-3,4-hexadienal), Mg, CC(CCl)=C (β-methylallyl chloride). The product is CC(=C)CC(C(C=C=C(C)C)(C)C)O (2,5,5,8-tetramethylnona-1,6,7-trien-4-ol). Yield: 91.9%. As a reaction SMILES: CC(CC(O)C(C)(C)C=C=C)=C.[CH3:13][C:14](=[CH2:17])[CH2:15]Cl.[CH3:18][C:19]([CH3:27])([CH:22]=[C:23]=[C:24]([CH3:26])[CH3:25])[CH:20]=[O:21]>>[CH3:13][C:14]([CH2:15][CH:20]([OH:21])[C:19]([CH3:27])([CH3:18])[CH:22]=[C:23]=[C:24]([CH3:26])[CH3:25])=[CH2:17]. Procedure details: 2,5,5,8-tetramethylnona-1,6,7-trien-4-ol (2b) was prepared as described for 2a from 8.72 g (0.36 mole) of Mg, 32.65 g (0.36 mole) of β-methylallyl chloride and 16.61 g (0.12 mole) of 1b. The work up resulted in 21.44 g (92%) of 2b. Bp. 61°-2° C./0.3 mm Hg, nD16 1.4810. Starting materials: NC1=CC(=C(C(=O)N2CCN(CC2)CC=2C=C(C(=O)NC(C)(C)C)C=CC2)C=C1Cl)OCC (3-((4-(4-Amino-5-chloro-2-ethoxybenzoyl)piperazin-1-yl)methyl)-N-tert-butylbenzamide), ClC(=O)OC1=CC=C(C=C1)[N+](=O)[O-] (4-nitrophenol chloroformate), C1(CC1)CN (Cyclopropylmethylamine). Solvent: ClCCl (dichloromethane), O (water). Run at time 30 minute. Product: C(C)(C)(C)NC(C1=CC(=CC=C1)CN1CCN(CC1)C(C1=C(C=C(C(=C1)Cl)NC(=O)NCC1CC1)OCC)=O)=O (N-tert-Butyl-3-((4-(5-chloro-4-(3-(cyclopropylmethyl)ureido)-2-ethoxybenzoyl)piperazin-1-yl)methyl)benzamide). The yield is 3.0%. RXN SMILES: [NH2:1][C:2]1[C:29]([Cl:30])=[CH:28][C:5]([C:6]([N:8]2[CH2:13][CH2:12][N:11]([CH2:14][C:15]3[CH:16]=[C:17]([CH:25]=[CH:26][CH:27]=3)[C:18]([NH:20][C:21]([CH3:24])([CH3:23])[CH3:22])=[O:19])[CH2:10][CH2:9]2)=[O:7])=[C:4]([O:31][CH2:32][CH3:33])[CH:3]=1.Cl[C:35](OC1C=CC([N+]([O-])=O)=CC=1)=[O:36].[CH:47]1([CH2:50][NH2:51])[CH2:49][CH2:48]1>ClCCl.O>[C:21]([NH:20][C:18](=[O:19])[C:17]1[CH:25]=[CH:26][CH:27]=[C:15]([CH2:14][N:11]2[CH2:10][CH2:9][N:8]([C:6](=[O:7])[C:5]3[CH:28]=[C:29]([Cl:30])[C:2]([NH:1][C:35]([NH:51][CH2:50][CH:47]4[CH2:49][CH2:48]4)=[O:36])=[CH:3][C:4]=3[O:31][CH2:32][CH3:33])[CH2:13][CH2:12]2)[CH:16]=1)([CH3:24])([CH3:23])[CH3:22]. Procedure details: 3-((4-(4-Amino-5-chloro-2-ethoxybenzoyl)piperazin-1-yl)methyl)-N-tert-butylbenzamide (250 mg, 0.525 mmol) and 4-nitrophenol chloroformate (425.7 mg, 0.525 mmol) were combined and stirred in dichloromethane for 1 hour. Cyclopropylmethylamine (0.114 g, 1.6 mmol, 0.139 mL) was added and the reaction was stirred for 30 minutes. The reaction mixture was diluted with water and flushed through a hydrophobic frit. The organic phase was concentrated under reduced pressure and purified by basic reverse ph... The reactants are C(C1=CC=CC=C1)[C@H](C(=O)O)CC[C@@H](C(=O)N[C@@H]1C(N2[C@@H](SCC1)CCC[C@H]2C(=O)OC)=O)CC2=CC=CC=C2 ((2R,5R)-2,5-Dibenzyl-6-((4S,7S,10aS)-7-(methoxycarbonyl)-5-oxooctahydro-2H-pyrido[2,1-b][1,3]thiazepin-4-ylamino)-6-oxohexanoic acid), Cl.N[C@H]1CCC[C@@H]2N(C1=O)CCCC2 ((7S,10aR)-7-Aminooctahydropyrido[1,2-a]azepin-6(7H)-one hydrochloride). Yields the product C(C1=CC=CC=C1)[C@H](C(=O)N[C@@H]1C(N2[C@@H](SCC1)CCC[C@H]2C(=O)OC)=O)CC[C@@H](C(N[C@H]2CCC[C@@H]1N(C2=O)CCCC1)=O)CC1=CC=CC=C1 ((4S,7S,10aS)-Methyl 4-((2R,5R)-2,5-dibenzyl-6-oxo-6-((7S,10aR)-6-oxodecahydropyrido[1,2-a]azepin-7-ylamino)hexanamido)-5-oxooctahydro-2H-pyrido[2,1-b][1,3]thiazepine-7-carboxylate), solid. Isolated yield 91.0%. Reaction SMILES: [CH2:1]([C@@H:8]([CH2:12][CH2:13][C@H:14]([CH2:34][C:35]1[CH:40]=[CH:39][CH:38]=[CH:37][CH:36]=1)[C:15]([NH:17][C@H:18]1[CH2:24][CH2:23][S:22][C@H:21]2[CH2:25][CH2:26][CH2:27][C@@H:28]([C:29]([O:31][CH3:32])=[O:30])[N:20]2[C:19]1=[O:33])=[O:16])[C:9]([OH:11])=O)[C:2]1[CH:7]=[CH:6][CH:5]=[CH:4][CH:3]=1.Cl.[NH2:42][C@@H:43]1[C:49](=[O:50])[N:48]2[CH2:51][CH2:52][CH2:53][CH2:54][C@@H:47]2[CH2:46][CH2:45][CH2:44]1>>[CH2:34]([C@@H:14]([CH2:13][CH2:12][C@H:8]([CH2:1][C:2]1[CH:3]=[CH:4][CH:5]=[CH:6][CH:7]=1)[C:9](=[O:11])[NH:42][C@@H:43]1[C:49](=[O:50])[N:48]2[CH2:51][CH2:52][CH2:53][CH2:54][C@@H:47]2[CH2:46][CH2:45][CH2:44]1)[C:15]([NH:17][C@H:18]1[CH2:24][CH2:23][S:22][C@H:21]2[CH2:25][CH2:26][CH2:27][C@@H:28]([C:29]([O:31][CH3:32])=[O:30])[N:20]2[C:19]1=[O:33])=[O:16])[C:35]1[CH:40]=[CH:39][CH:38]=[CH:37][CH:36]=1 |f:1.2|. Procedure: (4S,7S,10aS)-Methyl 4-((2R,5R)-2,5-dibenzyl-6-oxo-6-((7S,10aR)-6-oxodecahydropyrido[1,2-a]azepin-7-ylamino)hexanamido)-5-oxooctahydro-2H-pyrido[2,1-b][1,3]thiazepine-7-carboxylate was synthesized as described in General Procedure H using Intermediate 23 (11 mg, 0.019 mmol) and Intermediate 54 (4.7 mg, 0.021 mmol) to give a white solid (12 mg, 91% yield). Anal. Calcd. for C41H54N4O6S m/z 730.4. found: 731.3 (M+H)+; 1H NMR (400 MHz, CDCl3) δ ppm 7.32-7.07 (12H, m), 5.33 (1H, t, J=4.7 Hz), 5.15-5.0... Starting materials: ClC1=C(C=NC=C1C#N)Cl (4,5-dichloronicotinonitrile), Cl.C(C)OC(CN)=O (glycine ethyl ester hydrochloride), C(O)([O-])=O.[Na+] (sodium hydrogen carbonate). Run in IMS. The product is C(C)OC(=O)C1=C(C=2C=NC=C(C2N1)Cl)N (3-Amino-7-chloro-1H-pyrrolo[3,2-c]pyridine-2-carboxylic acid ethylester), solid. Isolated yield 86.0%. RXN SMILES: Cl[C:2]1[C:7]([C:8]#[N:9])=[CH:6][N:5]=[CH:4][C:3]=1[Cl:10].Cl.[CH2:12]([O:14][C:15](=[O:18])[CH2:16][NH2:17])[CH3:13].C(=O)([O-])O.[Na+]>>[CH2:12]([O:14][C:15]([C:16]1[NH:17][C:2]2[C:3]([Cl:10])=[CH:4][N:5]=[CH:6][C:7]=2[C:8]=1[NH2:9])=[O:18])[CH3:13] |f:1.2,3.4|. Procedure details: A mixture of 4,5-dichloronicotinonitrile (3.0 g, 17.3 mmol), glycine ethyl ester hydrochloride (7.2 g, 52.0 mmol) and sodium hydrogen carbonate (9.06 g, 104 mmol) in IMS (50 ml) was heated at reflux for 16 hours. The cooled reaction mixture was then partitioned between ethyl acetate and water, the organic layer washed with water then brine, dried (MgSO4) filtered and concentrated in vacuo. The resultant residue was triturated in diethyl ether to give the title compound as a buff solid (3.58 g, 8... Solvent: CC(=O)C (acetone). Reactants: IC1CCCC1 (iodocyclopentane), IC1CCCC1 (Iodocyclopentane), BrC=1C=C(C=CC1)S (3-bromobenzenethiol), C([O-])([O-])=O.[K+].[K+] (potassium carbonate). Yields the product BrC1=CC(=CC=C1)SC1CCCC1 (1-Bromo-3-(cyclopentylthio)benzene). Reaction conditions: time 1.5 hour. Reaction SMILES: I[CH:2]1[CH2:6][CH2:5][CH2:4][CH2:3]1.[Br:7][C:8]1[CH:9]=[C:10]([SH:14])[CH:11]=[CH:12][CH:13]=1.C(=O)([O-])[O-].[K+].[K+]>CC(C)=O>[Br:7][C:8]1[CH:13]=[CH:12][CH:11]=[C:10]([S:14][CH:2]2[CH2:6][CH2:5][CH2:4][CH2:3]2)[CH:9]=1 |f:2.3.4|. Procedure details: Iodocyclopentane (3.93 ml) was added to a mixture of 3-bromobenzenethiol and potassium carbonate (5.4 g) in acetone (50 ml) and the reaction was stirred under nitrogen for 1.5 h. A further portion of iodocyclopentane (2 ml) was added and the mixture was stirred for 1 h. The solvent was evaporated and the residue was partitioned between water and EtOAc. he combined organic extracts were washed with NaOH (2N), brine and dried (Na2SO4). The resulting oil was purified using biotage™ chromatography o...